Dataset: the Open Reaction Database (ORD), a public repository of structured organic reaction records. Task: describe an organic reaction: reactants, conditions, products, and yield Starting materials: CS(=O)(=O)Cl (methanesulfonyl chloride), C1(=CC=CC=C1)C1=NC2=CC(=CC=C2C=C1)C=1N=C(N2C1C(=NC=C2)N)CC2CCNCC2 (1-(2-phenylquinolin-7-yl)-3-(piperidin-4-ylmethyl)-imidazo-[1,5-a]-pyrazin-8-amine), CCN(C(C)C)C(C)C (DIEA), CS(=O)(=O)Cl (Methanesulfonyl chloride), CS(=O)(=O)Cl (methanesulfonyl chloride). Solvent: C(Cl)Cl (CH2Cl2). Conditions: time 10 minute. Yields the product CS(=O)(=O)N1CCC(CC1)CC1=NC(=C2N1C=CN=C2N)C2=CC=C1C=CC(=NC1=C2)C2=CC=CC=C2 (3-(1-Methanesulfonyl-piperidin-4-ylmethyl)-1-(2-phenyl-quinolin-7-yl)-imidazo[1,5-a]pyrazin-8-ylamine). Reaction SMILES: [C:1]1([C:7]2[CH:16]=[CH:15][C:14]3[C:9](=[CH:10][C:11]([C:17]4[N:18]=[C:19]([CH2:27][CH:28]5[CH2:33][CH2:32][NH:31][CH2:30][CH2:29]5)[N:20]5[CH:25]=[CH:24][N:23]=[C:22]([NH2:26])[C:21]=45)=[CH:12][CH:13]=3)[N:8]=2)[CH:6]=[CH:5][CH:4]=[CH:3][CH:2]=1.CCN(C(C)C)C(C)C.[CH3:43][S:44](Cl)(=[O:46])=[O:45]>C(Cl)Cl>[CH3:43][S:44]([N:31]1[CH2:32][CH2:33][CH:28]([CH2:27][C:19]2[N:20]3[CH:25]=[CH:24][N:23]=[C:22]([NH2:26])[C:21]3=[C:17]([C:11]3[CH:10]=[C:9]4[C:14]([CH:15]=[CH:16][C:7]([C:1]5[CH:2]=[CH:3][CH:4]=[CH:5][CH:6]=5)=[N:8]4)=[CH:13][CH:12]=3)[N:18]=2)[CH2:29][CH2:30]1)(=[O:46])=[O:45]. Procedure: 1-(2-phenylquinolin-7-yl)-3-(piperidin-4-ylmethyl)-imidazo-[1,5-a]-pyrazin-8-amine (110.00 mg, 0.25 mmol) in a dried 15 mL round-bottom flask was dissolved in 2.00 mL of CH2Cl2 and charged with PS-DIEA (150.00 mg, 0.46 mmol). Methanesulfonyl chloride (10 μL, 0.47 equiv) was added in one portion. After 10 min., another 5 μL of methanesulfonyl chloride (0.24 equiv) was added. After another 10 min., another 2.1 L of methanesulfonyl chloride (0.1 equiv) was added. The reaction was filtered through a... The reactants are CC(C)(C)OC(=O)NC(C=O)Cc1ccccc1, CC(=O)O[BH-](OC(C)=O)OC(C)=O, O=C(c1ccc(F)cc1)C1CCNCC1, [Na+]. The product is CC(C)(C)OC(=O)NC(Cc1ccccc1)CN1CCC(C(=O)c2ccc(F)cc2)CC1. Reaction SMILES: [C:1]([CH3:2])([CH3:3])([CH3:4])[O:5][C:6]([NH:7][CH:8]([CH:9]=[O:10])[CH2:11][c:12]1[cH:13][cH:14][cH:15][cH:16][cH:17]1)=[O:18].[C:34]([O:35][BH-:36]([O:37][C:38](=[O:39])[CH3:40])[O:41][C:42](=[O:43])[CH3:44])(=[O:45])[CH3:46].[F:19][c:20]1[cH:21][cH:22][c:23]([C:26](=[O:27])[CH:28]2[CH2:29][CH2:30][NH:31][CH2:32][CH2:33]2)[cH:24][cH:25]1.[Na+:47]>>[C:1]([CH3:2])([CH3:3])([CH3:4])[O:5][C:6]([NH:7][CH:8]([CH2:9][N:31]1[CH2:30][CH2:29][CH:28]([C:26]([c:23]2[cH:22][cH:21][c:20]([F:19])[cH:25][cH:24]2)=[O:27])[CH2:33][CH2:32]1)[CH2:11][c:12]1[cH:13][cH:14][cH:15][cH:16][cH:17]1)=[O:18]. Yields the product CN1CCC(c2ccc([N+](=O)[O-])cc2)CC1. RXN SMILES: [CH3:1][N:2]1[CH2:3][CH2:4][CH:5]([c:8]2[cH:9][cH:10][cH:11][cH:12][cH:13]2)[CH2:6][CH2:7]1.[Na+:24].[OH-:23].[OH:19][N+:20]([O-:21])=[O:22].[S:14](=[O:15])(=[O:16])([OH:17])[OH:18]>>[CH3:1][N:2]1[CH2:3][CH2:4][CH:5]([c:8]2[cH:9][cH:10][c:11]([N+:20](=[O:19])[O-:21])[cH:12][cH:13]2)[CH2:6][CH2:7]1. The reactants are CN1CCC(c2ccccc2)CC1, [Na+], [OH-], O=[N+]([O-])O, O=S(=O)(O)O. The reactants are C=O, CCN(Cc1cc2c(Nc3cccc(Cl)c3F)ncnc2cc1OC)C1(C(N)=O)CNC1, Cl. Product: CCN(Cc1cc2c(Nc3cccc(Cl)c3F)ncnc2cc1OC)C1(C(N)=O)CN(C)C1. Reaction SMILES: [CH2:34]=[O:35].[Cl:2][c:3]1[c:4]([F:33])[c:5]([NH:9][c:10]2[n:11][cH:12][n:13][c:14]3[cH:15][c:16]([O:31][CH3:32])[c:17]([CH2:20][N:21]([C:22]4([C:26](=[O:27])[NH2:28])[CH2:23][NH:24][CH2:25]4)[CH2:29][CH3:30])[cH:18][c:19]23)[cH:6][cH:7][cH:8]1.[ClH:1]>>[Cl:2][c:3]1[c:4]([F:33])[c:5]([NH:9][c:10]2[n:11][cH:12][n:13][c:14]3[cH:15][c:16]([O:31][CH3:32])[c:17]([CH2:20][N:21]([C:22]4([C:26](=[O:27])[NH2:28])[CH2:23][N:24]([CH3:34])[CH2:25]4)[CH2:29][CH3:30])[cH:18][c:19]23)[cH:6][cH:7][cH:8]1. Reactants: COC([C@H](CC1=CC=CC=C1)NC(C1=CC=C(C=C1)N1CCC(CC1)=O)=O)=O ((2S)-2-[4-(4-Oxo-piperidine-1-yl)-benzoylamino]-3-phenyl-propionic acid methyl ester), NC[C@H](O)C=1C=CC(=C(C1)NS(=O)(=O)C)O (N-[5-((1R)-2-amino-1-hydroxy-ethyl)-2-hydroxy-phenyl]-methanesulfonamide). The product is COC([C@H](CC1=CC=CC=C1)NC(C1=CC=C(C=C1)N1CCC(CC1)NC[C@@H](C1=CC(=C(C=C1)O)NS(=O)(=O)C)O)=O)=O ((2S)-2-(4-{4-[(2R)-2-Hydroxy-2-(4-hydroxy-3-methanesulfonylamino-phenyl)-ethylamino]-piperidine-1-yl}-benzoylamino)-3-phenyl-propionic acid methyl ester). RXN SMILES: [CH3:1][O:2][C:3](=[O:28])[C@@H:4]([NH:12][C:13](=[O:27])[C:14]1[CH:19]=[CH:18][C:17]([N:20]2[CH2:25][CH2:24][C:23](=O)[CH2:22][CH2:21]2)=[CH:16][CH:15]=1)[CH2:5][C:6]1[CH:11]=[CH:10][CH:9]=[CH:8][CH:7]=1.[NH2:29][CH2:30][C@@H:31]([C:33]1[CH:34]=[CH:35][C:36]([OH:44])=[C:37]([NH:39][S:40]([CH3:43])(=[O:42])=[O:41])[CH:38]=1)[OH:32]>>[CH3:1][O:2][C:3](=[O:28])[C@@H:4]([NH:12][C:13](=[O:27])[C:14]1[CH:15]=[CH:16][C:17]([N:20]2[CH2:25][CH2:24][CH:23]([NH:29][CH2:30][C@H:31]([OH:32])[C:33]3[CH:34]=[CH:35][C:36]([OH:44])=[C:37]([NH:39][S:40]([CH3:43])(=[O:42])=[O:41])[CH:38]=3)[CH2:22][CH2:21]2)=[CH:18][CH:19]=1)[CH2:5][C:6]1[CH:7]=[CH:8][CH:9]=[CH:10][CH:11]=1. Procedure details: The title compound was prepared from (2S)-2-[4-(4-oxo-piperidine-1-yl)-benzoylamino]-3-phenyl-propionic acid methyl ester(which was obtained in Example 164) and N-[5-((1R)-2-amino-1-hydroxy-ethyl)-2-hydroxy-phenyl]-methanesulfonamide (which was obtained in Example 10) according to the procedure of Example 180 as an off-white solid; mp >98° C. (decomposed); 1H NMR (300 MHz, DMSO-d6) δ 1.20-1.40 (m, 2H), 1.80-1.90 (m, 2H), 2.05-2.90 (m, 5H), 2.91 (s, 3H), 3.00-3.20 (m, 2H), 3.70-3.80 (m, 2H), 4.47... As a reaction SMILES: [Al:43].[Br:35][N:36]1[C:37](=[O:38])[CH2:39][CH2:40][C:41]1=[O:42].[C:17]([O:18][O:19][C:20](=[O:21])[c:22]1[cH:23][cH:24][cH:25][cH:26][cH:27]1)(=[O:28])[c:29]1[cH:30][cH:31][cH:32][cH:33][cH:34]1.[CH2:44]1[O:45][CH2:46][CH2:47][CH2:48]1.[Cl:1][c:2]1[cH:3][cH:4][c:5]2[c:6](=[O:16])[c:7]3[n:8]([n:9]([CH3:12])[c:10]2[cH:11]1)[cH:13][cH:14][cH:15]3>>[Cl:1][c:2]1[cH:3][cH:4][c:5]2[c:6](=[O:16])[c:7]3[n:8]([n:9]([CH3:12])[c:10]2[cH:11]1)[c:13]([Br:35])[cH:14][cH:15]3. The product is Cn1c2cc(Cl)ccc2c(=O)c2ccc(Br)n21. Reactants: [Al], O=C1CCC(=O)N1Br, O=C(OOC(=O)c1ccccc1)c1ccccc1, C1CCOC1, Cn1c2cc(Cl)ccc2c(=O)c2cccn21. The reactants are [N+](=O)([O-])C1=C(CO)C=C(C(=C1)OC)OC (2-nitro-4,5-dimethoxybenzyl alcohol), S(=O)(Cl)Cl (thionyl chloride), ice water. Run at temperature 25 celsius. The product is [N+](=O)([O-])C1=C(CCl)C=C(C(=C1)OC)OC (2-nitro-4,5-dimethoxybenzyl chloride). Isolated yield 86.4%. As a reaction SMILES: [N+:1]([C:4]1[CH:11]=[C:10]([O:12][CH3:13])[C:9]([O:14][CH3:15])=[CH:8][C:5]=1[CH2:6]O)([O-:3])=[O:2].S(Cl)([Cl:18])=O>>[N+:1]([C:4]1[CH:11]=[C:10]([O:12][CH3:13])[C:9]([O:14][CH3:15])=[CH:8][C:5]=1[CH2:6][Cl:18])([O-:3])=[O:2]. Reported procedure: 570 g of 2-nitro-4,5-dimethoxybenzyl alcohol was added over 1 hour to 733 ml of thionyl chloride at 0° C. The solution was heated to 25° C. over 2 hours and to 50°-56° C. for 2 hours. The solution was cooled to 5° C. and the mixture was poured onto 12 l of ice water with stirring. The supernatant was poured off and the solid washed with water. The oily solid was blended with ice and water, filtered, and dried in a 40° C. vacuum oven to yield 535 g, 86.4% yield. The reactants are O.O.C(C(=O)O)(=O)O (oxalic acid dihydrate), C(C)OC(CCC(C#N)(C1=C(C=CC=C1)C)C(C)C)OCC (5,5-diethoxy-2-isopropyl-2-(2-methylphenyl)-valeronitrile), C([O-])([O-])=O.[K+].[K+] (potassium carbonate). Run in O (water), CC(=O)C (acetone). Conditions: temperature 40 celsius, time 4 hour. Yields the product CC1=C(C=CC=C1)C(C#N)(CCC=O)C(C)C (2-(2-Methylphenyl)-2-isopropyl-5-oxovaleronitrile). Yield: 100.6%. As a reaction SMILES: C([O:3][CH:4](OCC)[CH2:5][CH2:6][C:7]([CH:17]([CH3:19])[CH3:18])([C:10]1[CH:15]=[CH:14][CH:13]=[CH:12][C:11]=1[CH3:16])[C:8]#[N:9])C.O.O.C(O)(=O)C(O)=O.C(=O)([O-])[O-].[K+].[K+]>CC(C)=O.O>[CH3:16][C:11]1[CH:12]=[CH:13][CH:14]=[CH:15][C:10]=1[C:7]([CH:17]([CH3:19])[CH3:18])([CH2:6][CH2:5][CH:4]=[O:3])[C:8]#[N:9] |f:1.2.3,4.5.6|. Procedure details: To a solution of 5,5-diethoxy-2-isopropyl-2-(2-methylphenyl)-valeronitrile (267 g) in acetone (2000 ml) is added under stirring a solution of oxalic acid dihydrate (121.7 g) in water (730 ml) and the mixture is warmed under continuous stirring for 4 hours at 40° C. Thereafter it is cooled and under external cooling to 520 C. adjusted by the addition of a 50% aqueous potassium carbonate solution to pH within the range of 6 to 6.5. The formed potassium oxalate precipitate is filtered off and washe... RXN SMILES: [Cl-:47].[Cl:1][CH2:2][CH2:3][CH2:4][S:5](=[O:6])(=[O:7])[O:8][CH2:9][C:10]([CH:11]([C:12](=[O:13])[OH:14])[O:15][CH2:16][c:17]1[cH:18][cH:19][c:20]([O:23][CH3:24])[cH:21][cH:22]1)([CH3:25])[CH3:26].[Cl:27][C:28]([C:29]([Cl:30])=[O:31])=[O:32].[Cl:48][CH2:49][Cl:50].[OH:33][CH2:34][c:35]1[cH:36][cH:37][cH:38][cH:39][cH:40]1.[cH:41]1[cH:42][cH:43][n:44][cH:45][cH:46]1>>[Cl:1][CH2:2][CH2:3][CH2:4][S:5](=[O:6])(=[O:7])[O:8][CH2:9][C:10]([CH:11]([C:12](=[O:13])[O:14][CH2:34][c:35]1[cH:36][cH:37][cH:38][cH:39][cH:40]1)[O:15][CH2:16][c:17]1[cH:18][cH:19][c:20]([O:23][CH3:24])[cH:21][cH:22]1)([CH3:25])[CH3:26]. Reactants: [Cl-], COc1ccc(COC(C(=O)O)C(C)(C)COS(=O)(=O)CCCCl)cc1, O=C(Cl)C(=O)Cl, ClCCl, OCc1ccccc1, c1ccncc1. The product is COc1ccc(COC(C(=O)OCc2ccccc2)C(C)(C)COS(=O)(=O)CCCCl)cc1. The reactants are CC(C)/C=C/CCCCC(=O)NCC=1C=CC(=C(C1)OC)O (Capsaicin), C(=O)([O-])[O-].[K+].[K+] (K2CO3), [I-].[Na+] (sodium iodide), P(=O)([O-])([O-])O.[Na+].[Na+] (disodium phosphate), BrCCCCCC(=O)OC (methyl 6-bromohexanoate). The solvent is CC(=O)C (acetone). Yields the product COC(CCCCCOC1=C(C=C(C=C1)CNC(CCCCC=CC(C)C)=O)OC)=O (6-{2-Methoxy-4-[(8-methyl-non-6-enoylamino)-methyl]-phenoxy}-hexanoic acid methyl ester). Isolated yield 52.7%. RXN SMILES: [CH3:1][CH:2](/[CH:4]=[CH:5]/[CH2:6][CH2:7][CH2:8][CH2:9][C:10]([NH:12][CH2:13][C:14]1[CH:15]=[CH:16][C:17]([OH:22])=[C:18]([O:20][CH3:21])[CH:19]=1)=[O:11])[CH3:3].C([O-])([O-])=O.[K+].[K+].[I-].[Na+].P(O)([O-])([O-])=O.[Na+].[Na+].Br[CH2:39][CH2:40][CH2:41][CH2:42][CH2:43][C:44]([O:46][CH3:47])=[O:45]>CC(C)=O>[CH3:47][O:46][C:44](=[O:45])[CH2:43][CH2:42][CH2:41][CH2:40][CH2:39][O:22][C:17]1[CH:16]=[CH:15][C:14]([CH2:13][NH:12][C:10](=[O:11])[CH2:9][CH2:8][CH2:7][CH2:6][CH:5]=[CH:4][CH:2]([CH3:1])[CH3:3])=[CH:19][C:18]=1[O:20][CH3:21] |f:1.2.3,4.5,6.7.8|. Procedure details: To a mixture of Capsaicin (2 g, 6.56 mmol), anhydrous K2CO3 (3 g, 22 mmol), sodium iodide (2 g, 13.3 mmol) and disodium phosphate (2 g, 14.2 mmol) in anhydrous acetone (50 ml) was added methyl 6-bromohexanoate (2 g, 9.6 mmol) and refluxed for 24 hours. Acetone was distilled off and water (15 ml) was added. Crude 12 was filtered, dried and purified by column chromatography on silica gel using benzene:ethyl acetate (9:1) to give pure 12 (1.5 g, 52.8%) as a pale white powder. The melting point was ...